This data is from the Open Reaction Database (ORD), a public repository of structured organic reaction records. The task is: describe an organic reaction: reactants, conditions, products, and yield Reactants: C1(=CC=CC=C1)C=1C(OC2=CC=CC=C2C1O)=O (3-phenyl-4-hydroxy-coumarin), O1CCN(CC1)CCCl (2-morpholino-1-chlorethane). Solvent: C(C)(C)O (isopropanol). Procedure details: By causing 100 g. (0.42 mol) of 3-phenyl-4-hydroxy-coumarin and 86.8 g. (0.55 mol) of 2-morpholino-1-chlorethane to react in the manner described in Example 1, 119 g. of a white solid are obtained. M.P. 97° C. (isopropanol), yield 80% (theoretical yield 147 g.). As a reaction SMILES: [C:1]1([C:7]2[C:8](=[O:18])[O:9][C:10]3[C:15]([C:16]=2[OH:17])=[CH:14][CH:13]=[CH:12][CH:11]=3)[CH:6]=[CH:5][CH:4]=[CH:3][CH:2]=1.[O:19]1[CH2:24][CH2:23][N:22]([CH2:25][CH2:26]Cl)[CH2:21][CH2:20]1>C(O)(C)C>[O:19]1[CH2:24][CH2:23][N:22]([CH2:25][CH2:26][O:17][C:16]2[C:15]3[C:10](=[CH:11][CH:12]=[CH:13][CH:14]=3)[O:9][C:8](=[O:18])[C:7]=2[C:1]2[CH:2]=[CH:3][CH:4]=[CH:5][CH:6]=2)[CH2:21][CH2:20]1. Yields the product O1CCN(CC1)CCOC1=C(C(OC2=CC=CC=C12)=O)C1=CC=CC=C1 (4-(2'-Morpholinoethoxy)-3-phenyl-coumarin). Yield: 80.0%. Starting materials: Ar—H, CC1=NOC(=C1)C1=NN=C2N1N=C(C1=CC=CC=C21)OCC2=NC=CC=C2 (3-(3-Methylisoxazol-5-yl)-6-(2-pyridyl)methyloxy-1,2,4-triazolo[3,4-a]phthalazine), CN1N=CN=C1CO (2-methyl-1,2,4-triazole-3-methanol), Ar—H, A-42120. Yields the product CC1=NOC(=C1)C1=NN=C2N1N=C(C1=CC=CC=C21)OCC=2N(N=CN2)C (3-(3-Methylisoxazol-5-yl)-6-(2-methyl-1,2,4-triazol-3-yl)methyloxy-1,2,4-triazolo[3,4-a]phthalazine). Reaction SMILES: [CH3:1][C:2]1[CH:6]=[C:5]([C:7]2[N:11]3[N:12]=[C:13]([O:20][CH2:21][C:22]4C=CC=[CH:24][N:23]=4)[C:14]4[C:19]([C:10]3=[N:9][N:8]=2)=[CH:18][CH:17]=[CH:16][CH:15]=4)[O:4][N:3]=1.C[N:29]1[C:33](CO)=[N:32]C=N1>>[CH3:1][C:2]1[CH:6]=[C:5]([C:7]2[N:11]3[N:12]=[C:13]([O:20][CH2:21][C:22]4[N:23]([CH3:24])[N:29]=[CH:33][N:32]=4)[C:14]4[C:19]([C:10]3=[N:9][N:8]=2)=[CH:18][CH:17]=[CH:16][CH:15]=4)[O:4][N:3]=1. Procedure: The title-compound was prepared from the product of Example 120 part a and 2-methyl-1,2,4-triazole-3-methanol (prepared using the conditions of Itoh and Okongi, EP-A-42120) following the procedure given for Example 98, 1H NMR (400 MHz, CDCB) 8 2.43 (3H, s, CH3), 4.16 (3H, s, CH3), 5.82 (2H, s, CH2), 7.07 (1H, s, Ar—H), 7.84 (1H, m, Ar—H), 7.95-8.04 (2H, m, 2 of Ar—H), 8.21 ilH, d, J=8.0 Hz, Ar—H), 8.62 (1H, d, J=8.0 Hz, Ar—H); MS(ES+) m/e 363 [MH]+; Anal. Found. C, 56.12; H, 3.90; N, 30.74. C17H...